This data is from the Open Reaction Database (ORD), a public repository of structured organic reaction records. The task is: describe an organic reaction: reactants, conditions, products, and yield Reactants: FC(F)(F)c1ccc(CBr)nn1, CO, CC#N, [K+], [K+], NC1CCN(CC2Cn3c(=O)ccc4ncc(=O)n2c43)CC1, O=C([O-])[O-]. Yields the product O=c1ccc2ncc(=O)n3c2n1CC3CN1CCC(NCc2ccc(C(F)(F)F)nn2)CC1. RXN SMILES: [Br:29][CH2:30][c:31]1[n:32][n:33][c:34]([C:37]([F:38])([F:39])[F:40])[cH:35][cH:36]1.[CH3:41][OH:42].[CH3:43][C:44]#[N:45].[K+:23].[K+:24].[NH2:1][CH:2]1[CH2:3][CH2:4][N:5]([CH2:8][CH:9]2[CH2:10][n:11]3[c:12](=[O:22])[cH:13][cH:14][c:15]4[n:16][cH:17][c:18](=[O:21])[n:19]2[c:20]34)[CH2:6][CH2:7]1.[O-:25][C:26]([O-:27])=[O:28]>>[NH:1]([CH:2]1[CH2:3][CH2:4][N:5]([CH2:8][CH:9]2[CH2:10][n:11]3[c:12](=[O:22])[cH:13][cH:14][c:15]4[n:16][cH:17][c:18](=[O:21])[n:19]2[c:20]34)[CH2:6][CH2:7]1)[CH2:30][c:31]1[n:32][n:33][c:34]([C:37]([F:38])([F:39])[F:40])[cH:35][cH:36]1. Starting materials: [H-].[Al+3].[Li+].[H-].[H-].[H-] (lithium aluminum hydride), C1(=CC=C(C=C1)COC=1C=C2CCC(CC2=CC1)CC(=O)OC)C1=CC=CC=C1 (methyl 6-(4-biphenylyl)methoxy-2-tetralinacetate). Solvent: C1CCOC1 (THF), [C@@H]([C@H](C(=O)[O-])O)(C(=O)[O-])O.[Na+].[K+] (Rochelle salt), C1CCOC1 (THF). Conditions: time 2 hour. The product is C1(=CC=C(C=C1)COC=1C=C2CCC(CC2=CC1)CCO)C1=CC=CC=C1 (6-(4-Biphenylyl)methoxy-2-(2-hydroxyethyl)tetralin). The yield is 99.3%. RXN SMILES: [H-].[Al+3].[Li+].[H-].[H-].[H-].[C:7]1([C:30]2[CH:35]=[CH:34][CH:33]=[CH:32][CH:31]=2)[CH:12]=[CH:11][C:10]([CH2:13][O:14][C:15]2[CH:16]=[C:17]3[C:22](=[CH:23][CH:24]=2)[CH2:21][CH:20]([CH2:25][C:26](OC)=[O:27])[CH2:19][CH2:18]3)=[CH:9][CH:8]=1>C1COCC1.[C@H](O)(C([O-])=O)[C@@H](O)C([O-])=O.[Na+].[K+]>[C:7]1([C:30]2[CH:31]=[CH:32][CH:33]=[CH:34][CH:35]=2)[CH:8]=[CH:9][C:10]([CH2:13][O:14][C:15]2[CH:16]=[C:17]3[C:22](=[CH:23][CH:24]=2)[CH2:21][CH:20]([CH2:25][CH2:26][OH:27])[CH2:19][CH2:18]3)=[CH:11][CH:12]=1 |f:0.1.2.3.4.5,8.9.10|. Procedure: To a suspension of lithium aluminum hydride (4.71 g) in THF (200 ml) was added a solution of methyl 6-(4-biphenylyl)methoxy-2-tetralinacetate (24.0 g) in THF (50 ml) under ice-cooling. The reaction mixture was stirred at room temperature for 2 hr and diluted with saturated aqueous Rochelle salt. The precipitate was filtered off and the filtrate was concentrated. The residue was recrystallized from ethyl acetate-hexane to obtain the titled compound (22.1 g). The reactants are C(CCC)NC(=O)C=1N(S(C2=C(N(C=3C=CC=CC23)C)C1O)(=O)=O)C (N-(n-butyl)-2,5-dihydro-2,5-dimethyl-4-hydroxy-1,2-thiazino[5,6-b]indole-3-carboxamide-1,1-dioxide), NC=1SC=CN1 (2-amino-thiazole). The product is CN1S(C2=C(N(C=3C=CC=CC23)C)C(=C1C(=O)NC=1SC=CN1)O)(=O)=O (2,5-Dihydro-2,5-dimethyl-4-hydroxy-N-(2-thiazolyl)-1,2-thiazino-[5,6-b]indole-3-carboxamide-1,1-dioxide). The yield is 37.0%. Reaction SMILES: [CH2:1]([NH:5][C:6]([C:8]1[N:9]([CH3:25])[S:10](=[O:24])(=[O:23])[C:11]2[C:19]3[CH:18]=[CH:17][CH:16]=[CH:15][C:14]=3[N:13]([CH3:20])[C:12]=2[C:21]=1[OH:22])=[O:7])CCC.NC1[S:28][CH:29]=[CH:30][N:31]=1>>[CH3:25][N:9]1[C:8]([C:6]([NH:5][C:1]2[S:28][CH:29]=[CH:30][N:31]=2)=[O:7])=[C:21]([OH:22])[C:12]2[N:13]([CH3:20])[C:14]3[CH:15]=[CH:16][CH:17]=[CH:18][C:19]=3[C:11]=2[S:10]1(=[O:24])=[O:23]. Procedure: 2,5-Dihydro-2,5-dimethyl-4-hydroxy-N-(2-thiazolyl)-1,2-thiazino-[5,6-b]indole-3-carboxamide-1,1-dioxide was prepared analogous to Example 36 from N-(n-butyl)-2,5-dihydro-2,5-dimethyl-4-hydroxy-1,2-thiazino[5,6-b]indole-3-carboxamide-1,1-dioxide and 2-amino-thiazole with a yield of 37% of theory; M.p.: 260°-261° C. (decomp.) Yields the product BrC=1N=C(C(N(C1)C)=O)NC1=CC=C(C=C1)C1CCNCC1 (5-Bromo-1-methyl-3-(4-(piperidin-4-yl)phenylamino)pyrazin-2(1H)-one). Run in C(Cl)Cl (methylene chloride). Isolated yield 99.4%. Reactants: 121c, BrC1=CN(C(C(=N1)NC1=CC=C(C=C1)C1CCN(CC1)C(=O)OC(C)(C)C)=O)C (tert-Butyl 4-(4-(6-bromo-4-methyl-3-oxo-3,4-dihydropyrazin-2-ylamino)phenyl)-piperidine-1-carboxylate), FC(C(=O)O)(F)F (trifluoroacetic acid). RXN SMILES: [Br:1][C:2]1[N:7]=[C:6]([NH:8][C:9]2[CH:14]=[CH:13][C:12]([CH:15]3[CH2:20][CH2:19][N:18](C(OC(C)(C)C)=O)[CH2:17][CH2:16]3)=[CH:11][CH:10]=2)[C:5](=[O:28])[N:4]([CH3:29])[CH:3]=1.FC(F)(F)C(O)=O>C(Cl)Cl>[Br:1][C:2]1[N:7]=[C:6]([NH:8][C:9]2[CH:10]=[CH:11][C:12]([CH:15]3[CH2:20][CH2:19][NH:18][CH2:17][CH2:16]3)=[CH:13][CH:14]=2)[C:5](=[O:28])[N:4]([CH3:29])[CH:3]=1. Procedure: Compound 214a was synthesized using the same procedure as for 121c, except using tert-butyl 4-(4-(6-bromo-4-methyl-3-oxo-3,4-dihydropyrazin-2-ylamino)phenyl)-piperidine-1-carboxylate (121a) (0.53 g, 1.08 mmol), trifluoroacetic acid (0.9 mL, 10.8 mmol) and methylene chloride (20 mL). Work-up and concentration afforded a quantitative yield of 214a (390 mg) as yellow oil, which was used without purification in the next step. Reactants: ClC=1C=C(C(=NC1)C)CO ((5-chloro-2-methylpyridin-3-yl)methanol), C1(=CC=CC=C1)P(=O)(C1=CC=CC=C1)N=[N+]=[N-] (DPPA), N12CCCCCC2=NCCC1 (DBU). Run in C1(=CC=CC=C1)C (toluene). Reaction conditions: temperature 0 celsius, time 16 hour. Yields the product N(=[N+]=[N-])CC=1C(=NC=C(C1)Cl)C (3-(azidomethyl)-5-chloro-2-methylpyridine). RXN SMILES: [Cl:1][C:2]1[CH:3]=[C:4]([CH2:9]O)[C:5]([CH3:8])=[N:6][CH:7]=1.C1(P([N:25]=[N+:26]=[N-:27])(C2C=CC=CC=2)=O)C=CC=CC=1.N12CCCN=C1CCCCC2>C1(C)C=CC=CC=1>[N:25]([CH2:9][C:4]1[C:5]([CH3:8])=[N:6][CH:7]=[C:2]([Cl:1])[CH:3]=1)=[N+:26]=[N-:27]. Procedure: To a stirring solution of 399 mg (2.55 mmol) of (5-chloro-2-methylpyridin-3-yl)methanol in 10 mL of toluene at r.t. was added 660 μL (3.06 mmol) of DPPA (diphenylphosphoryl azide). The solution was cooled to 0° C. and 450 μL of DBU (1,8-diazabicyclo[5.4.0]undec-7-ene) was added. The ice bath was removed and stirring was continued with warming to r.t. After 16 h, 1 N HCl was added to a pH=8. Water was added and the aqueous layer was extracted with EtOAc. The organic layer was washed with brine, d...